From a dataset of the Open Reaction Database (ORD), a public repository of structured organic reaction records. describe an organic reaction: reactants, conditions, products, and yield Reactants: NC1=CC=C(C=C1)C=1C(CC(NN1)=O)C (6-(p-aminophenyl)-5-methyl-4,5-dihydropyridaz-3-one), ClCCCC(=O)Cl (4-chlorobutyryl chloride). Solvent: C1(=CC=CC=C1)C (toluene). The product is ClCCCC(=O)NC1=CC=C(C=C1)C=1C(CC(NN1)=O)C (6-[p-(4-chlorobutyrylamino)-phenyl]-5-methyl-4,5-dihydropyridaz-3-one). Isolated yield 93.3%. Reaction SMILES: [NH2:1][C:2]1[CH:7]=[CH:6][C:5]([C:8]2[CH:9]([CH3:15])[CH2:10][C:11](=[O:14])[NH:12][N:13]=2)=[CH:4][CH:3]=1.[Cl:16][CH2:17][CH2:18][CH2:19][C:20](Cl)=[O:21]>C1(C)C=CC=CC=1>[Cl:16][CH2:17][CH2:18][CH2:19][C:20]([NH:1][C:2]1[CH:7]=[CH:6][C:5]([C:8]2[CH:9]([CH3:15])[CH2:10][C:11](=[O:14])[NH:12][N:13]=2)=[CH:4][CH:3]=1)=[O:21]. Procedure details: 6.0 g (29.6 millimoles) of 6-(p-aminophenyl)-5-methyl-4,5-dihydropyridaz-3-one and 4.6 g (32.6 millimoles) of 4-chlorobutyryl chloride in 100 ml of absolute toluene are kept for 6 hours at 80° C. The product is filtered off at 10° C., washed with water and dried under reduced pressure at 50° C. 8.5 g (93% of theory) of 6-[p-(4-chlorobutyrylamino)-phenyl]-5-methyl-4,5-dihydropyridaz-3-one are obtained as beige crystals which, after recrystallization from methanol, melt at 176°-178° C.